From a dataset of the Open Reaction Database (ORD), a public repository of structured organic reaction records. describe an organic reaction: reactants, conditions, products, and yield Starting materials: COC1=CC=C(C=C1)C1=C(OC=2N=CN=C(C21)OCC(CO)(C)C)C2=CC=CC=C2 (3-{[5-(4-methoxyphenyl)-6-phenylfuro[2,3-d]pyrimidin-4-yl]oxy}-2,2-dimethylpropan-1-ol), C(CC(O)(C(=O)O)CC(=O)O)(=O)O (citric acid), C(C)(C)(C)OC(CBr)=O (bromoacetic acid tert.-butyl ester), [OH-].[Na+] (sodium hydroxide). The reagents and catalysts are S(=O)(=O)(O)[O-].C(CCC)[N+](CCCC)(CCCC)CCCC (tetra-n-butylammonium hydrogensulphate). Run in ClCCl (dichloromethane), ClCCl (dichloromethane). Reaction conditions: temperature 0 celsius. Product: C(C)(C)(C)OC(COCC(COC=1C2=C(N=CN1)OC(=C2C2=CC=C(C=C2)OC)C2=CC=CC=C2)(C)C)=O ((3-{[5-(4-Methoxyphenyl)-6-phenylfuro[2,3-d]pyrimidin-4-yl]oxy}-2,2-dimethylpropoxy)acetic acid tert.-butyl ester). As a reaction SMILES: [CH3:1][O:2][C:3]1[CH:8]=[CH:7][C:6]([C:9]2[C:17]3[C:16]([O:18][CH2:19][C:20]([CH3:24])([CH3:23])[CH2:21][OH:22])=[N:15][CH:14]=[N:13][C:12]=3[O:11][C:10]=2[C:25]2[CH:30]=[CH:29][CH:28]=[CH:27][CH:26]=2)=[CH:5][CH:4]=1.[C:31]([O:35][C:36](=[O:39])[CH2:37]Br)([CH3:34])([CH3:33])[CH3:32].[OH-].[Na+].C(O)(=O)CC(CC(O)=O)(C(O)=O)O>S([O-])(O)(=O)=O.C([N+](CCCC)(CCCC)CCCC)CCC.ClCCl>[C:31]([O:35][C:36](=[O:39])[CH2:37][O:22][CH2:21][C:20]([CH3:24])([CH3:23])[CH2:19][O:18][C:16]1[C:17]2[C:9]([C:6]3[CH:5]=[CH:4][C:3]([O:2][CH3:1])=[CH:8][CH:7]=3)=[C:10]([C:25]3[CH:30]=[CH:29][CH:28]=[CH:27][CH:26]=3)[O:11][C:12]=2[N:13]=[CH:14][N:15]=1)([CH3:34])([CH3:33])[CH3:32] |f:2.3,5.6|. Reported procedure: Put 300 mg (0.742 mmol) 3-{[5-(4-methoxyphenyl)-6-phenylfuro[2,3-d]pyrimidin-4-yl]oxy}-2,2-dimethylpropan-1-ol with 723 mg (3.71 mmol) bromoacetic acid tert.-butyl ester and 50 mg (0.148 mmol) tetra-n-butylammonium hydrogensulphate in 6 ml dichloromethane. Cool to 0° C. Then add 750 μl 50% sodium hydroxide solution and stir vigorously for a few minutes at 0° C. Stirring vigorously, allow to return to RT, and continue stirring vigorously overnight. Then dilute with dichloromethane and lightly aci... Starting materials: CC(C)(C)OC(=O)N1CCCN(CCCCl)CC1, Oc1ccc(-c2nnc(CSCCOc3ccccc3)o2)cc1. The product is CC(C)(C)OC(=O)N1CCCN(CCCOc2ccc(-c3nnc(CSCCOc4ccccc4)o3)cc2)CC1. Reaction SMILES: [C:24]([CH3:25])([CH3:26])([CH3:27])[O:28][C:29](=[O:30])[N:31]1[CH2:32][CH2:33][N:34]([CH2:38][CH2:39][CH2:40][Cl:41])[CH2:35][CH2:36][CH2:37]1.[O:1]([c:2]1[cH:3][cH:4][cH:5][cH:6][cH:7]1)[CH2:8][CH2:9][S:10][CH2:11][c:12]1[n:13][n:14][c:15](-[c:17]2[cH:18][cH:19][c:20]([OH:23])[cH:21][cH:22]2)[o:16]1>>[O:1]([c:2]1[cH:3][cH:4][cH:5][cH:6][cH:7]1)[CH2:8][CH2:9][S:10][CH2:11][c:12]1[n:13][n:14][c:15](-[c:17]2[cH:18][cH:19][c:20]([O:23][CH2:40][CH2:39][CH2:38][N:34]3[CH2:33][CH2:32][N:31]([C:29]([O:28][C:24]([CH3:25])([CH3:26])[CH3:27])=[O:30])[CH2:37][CH2:36][CH2:35]3)[cH:21][cH:22]2)[o:16]1. Starting materials: FC(C1=CC=C(C(=O)N)C(=C1)C(F)(F)F)(F)F (4,6-bis-trifluoromethyl-benzamide), NC1C(CCC1)NC(C1=C(C=C(C=C1SC)C(F)(F)F)OC)=O (N-((1RS,2SR)-2-amino-cyclopentyl)-2-methoxy-6-methylsulfanyl-4-trifluoromethyl-benzamide), NC1C(CCC1)NC(C1=C(C=C(C=C1SC)C(F)(F)F)OC)=O (N-((1RS,2SR)-2-amino-cyclopentyl)-2-methoxy-6-methylsulfanyl-4-trifluoromethyl-benzamide), [I-].C(C)[N+]1(CCC(CC1)=O)C (1-ethyl-1-methyl-4-oxo-piperidinium iodide). Yields the product COC1=C(C(=O)NC2C(CCC2)N2CCC(CC2)=O)C(=CC(=C1)C(F)(F)F)SC (2-Methoxy-6-methylsulfanyl-N-[(1RS,2SR)-2-(4-oxo-piperidin-1-yl)-cyclopentyl]-4-trifluoromethyl-benzamide). Reaction SMILES: FC(F)(F)C1C=C(C(F)(F)F)C(C(N)=O)=CC=1.[NH2:18][CH:19]1[CH2:23][CH2:22][CH2:21][CH:20]1[NH:24][C:25](=[O:40])[C:26]1[C:31]([S:32][CH3:33])=[CH:30][C:29]([C:34]([F:37])([F:36])[F:35])=[CH:28][C:27]=1[O:38][CH3:39].[I-].C([N+]1(C)[CH2:49][CH2:48][C:47](=[O:50])[CH2:46][CH2:45]1)C>>[CH3:39][O:38][C:27]1[CH:28]=[C:29]([C:34]([F:36])([F:37])[F:35])[CH:30]=[C:31]([S:32][CH3:33])[C:26]=1[C:25]([NH:24][CH:20]1[CH2:21][CH2:22][CH2:23][CH:19]1[N:18]1[CH2:49][CH2:48][C:47](=[O:50])[CH2:46][CH2:45]1)=[O:40] |f:2.3|. Procedure details: The title compound, yellow gum, MS: m/e=431.3 [(M+H)+], was prepared in accordance with the general method of intermediate J from N-((1RS,2SR)-2-amino-cyclopentyl)-2-methoxy-6-methylsulfanyl-4-trifluoromethyl-benzamide (intermediate O) and 1-ethyl-1-methyl-4-oxo-piperidinium iodide.